Dataset: the Open Reaction Database (ORD), a public repository of structured organic reaction records. Task: describe an organic reaction: reactants, conditions, products, and yield The reactants are CON=C(C(=O)OCC)C(C(C)Cl)=O (ethyl 2-methoxyimino-2-(2-chloropropionyl)acetate), NC(=S)N (thiourea), C(C)(=O)[O-].[Na+] (sodium acetate), O (water). Solvent: C(C)O (ethanol). Run at temperature 40 celsius, time 3 hour. The product is NC=1SC(=C(N1)C(C(=O)OCC)=NOC)C (ethyl 2-(2-amino-5-methylthiazol-4-yl)-2-methoxyiminoacetate). The yield is 17.7%. As a reaction SMILES: [CH3:1][O:2][N:3]=[C:4]([C:10](=O)[CH:11](Cl)[CH3:12])[C:5]([O:7][CH2:8][CH3:9])=[O:6].[NH2:15][C:16]([NH2:18])=[S:17].C([O-])(=O)C.[Na+].O>C(O)C>[NH2:18][C:16]1[S:17][C:11]([CH3:12])=[C:10]([C:4](=[N:3][O:2][CH3:1])[C:5]([O:7][CH2:8][CH3:9])=[O:6])[N:15]=1 |f:2.3|. Reported procedure: A mixture of ethyl 2-methoxyimino-2-(2-chloropropionyl)acetate (16.0 g.), thiourea (8.2 g.), sodium acetate (8.9 g.), water (50 ml.) and ethanol (50 ml.) was stirred at 40° C. for 3 hrs. Ethanol was distilled off in vacuo from the reaction mixture. Diisopropyl ether was added to the aqueous solution and stirred. The resultant precipitates were collected by filtration to give ethyl 2-(2-amino-5-methylthiazol-4-yl)-2-methoxyiminoacetate (syn isomer, 3.1 g.). The diisopropyl ether layer was separat... Starting materials: CN(C(CN1C(C(=C(C2=NC=C(C=C12)CC1=CC=C(C=C1)F)O)C(=O)OCC)=O)=O)C (ethyl 1-[2-(dimethylamino)-2-oxoethyl]-7-[(4-fluorophenyl)methyl]-4-hydroxy-2-oxo-1,2-dihydro-1,5-naphthyridine-3-carboxylate), NC(CO)(C)C (2-amino-2-methyl-1-propanol). The product is CN(C(CN1C(C(=C(C2=NC=C(C=C12)CC1=CC=C(C=C1)F)O)C(=O)NC(CO)(C)C)=O)=O)C (1-[2-(Dimethylamino)-2-oxoethyl]-7-[(4-fluorophenyl)methyl]-4-hydroxy-N-(2-hydroxy-1,1-dimethylethyl)-2-oxo-1,2-dihydro-1,5-naphthyridine-3-carboxamide). As a reaction SMILES: [CH3:1][N:2]([CH3:31])[C:3](=[O:30])[CH2:4][N:5]1[C:14]2[C:9](=[N:10][CH:11]=[C:12]([CH2:15][C:16]3[CH:21]=[CH:20][C:19]([F:22])=[CH:18][CH:17]=3)[CH:13]=2)[C:8]([OH:23])=[C:7]([C:24](OCC)=[O:25])[C:6]1=[O:29].[NH2:32][C:33]([CH3:37])([CH3:36])[CH2:34][OH:35]>>[CH3:1][N:2]([CH3:31])[C:3](=[O:30])[CH2:4][N:5]1[C:14]2[C:9](=[N:10][CH:11]=[C:12]([CH2:15][C:16]3[CH:17]=[CH:18][C:19]([F:22])=[CH:20][CH:21]=3)[CH:13]=2)[C:8]([OH:23])=[C:7]([C:24]([NH:32][C:33]([CH3:37])([CH3:36])[CH2:34][OH:35])=[O:25])[C:6]1=[O:29]. Procedure details: This compound was prepared from ethyl 1-[2-(dimethylamino)-2-oxoethyl]-7-[(4-fluorophenyl)methyl]-4-hydroxy-2-oxo-1,2-dihydro-1,5-naphthyridine-3-carboxylate and 2-amino-2-methyl-1-propanol employing methods similar to those described in Example 245 and was purified by reverse phase preparative HPLC (C-18 stationary phase; 10-100% CH3CN/water/0.1% formic acid mobile phase). The product was obtained as a cream-colored solid: 1H NMR (d6-DMSO) δ 10.35 (1H, s), 8.49 (1H, d, J=1.3 Hz), 7.74 (1H, s), ... Run in CN1CCCC1=O (NMP), C(Cl)Cl (DCM). Isolated yield 74.0%. As a reaction SMILES: Br[C:2]1[CH:11]=[CH:10][C:9]([C:12]2[C:17]([F:18])=[C:16]([O:19][CH3:20])[CH:15]=[C:14]([O:21][CH3:22])[C:13]=2[F:23])=[C:8]2[C:3]=1[N:4]=[CH:5][CH:6]=[N:7]2.[C:24]([Cu])#[N:25]>CN1C(=O)CCC1.C(Cl)Cl>[F:23][C:13]1[C:14]([O:21][CH3:22])=[CH:15][C:16]([O:19][CH3:20])=[C:17]([F:18])[C:12]=1[C:9]1[C:8]2[N:7]=[CH:6][CH:5]=[N:4][C:3]=2[C:2]([C:24]#[N:25])=[CH:11][CH:10]=1. Reactants: BrC1=C2N=CC=NC2=C(C=C1)C1=C(C(=CC(=C1F)OC)OC)F (5-bromo-8-(2,6-difluoro-3,5-dimethoxy-phenyl)-quinoxaline), C(#N)[Cu] (CuCN). Procedure: A mixture of 5-bromo-8-(2,6-difluoro-3,5-dimethoxy-phenyl)-quinoxaline (Step 88.3) (1.1 g, 2.9 mmol) (Step 88.3) and CuCN (312 mg, 3.4 mmol, 1.2 equiv) in NMP (10 mL) was stirred for 4 h at 150° C., under an argon atmosphere. The reaction mixture was allowed to cool to rt, diluted with DCM/(10% aqueous solution of ethylenediamine) (100 mL) and extracted with DCM. The organic phase was washed with H2O and brine, dried (Na2SO4), filtered and concentrated. The residue was triturated in EtOAc to pro... Run at temperature 150 celsius, time 4 hour. Yields the product FC1=C(C(=C(C=C1OC)OC)F)C1=CC=C(C=2N=CC=NC12)C#N (8-(2,6-Difluoro-3,5-dimethoxy-phenyl)-quinoxaline-5-carbonitrile). Starting materials: CCO, O=[N+]([O-])c1ccc(CN2CCOCC2)cc1. The product is Nc1ccc(CN2CCOCC2)cc1. Reaction SMILES: [CH3:17][CH2:18][OH:19].[N+:1]([O-:2])(=[O:3])[c:4]1[cH:5][cH:6][c:7]([CH2:8][N:9]2[CH2:10][CH2:11][O:12][CH2:13][CH2:14]2)[cH:15][cH:16]1>>[NH2:1][c:4]1[cH:5][cH:6][c:7]([CH2:8][N:9]2[CH2:10][CH2:11][O:12][CH2:13][CH2:14]2)[cH:15][cH:16]1. Reactants: Cc1c(C=O)[nH]c2c1C(=O)N(CCN1CCCCC1)CC2, O=C1Cc2c(cccc2-c2ccc(Cl)cc2F)N1. Product: Cc1c(C=C2C(=O)Nc3cccc(-c4ccc(Cl)cc4F)c32)[nH]c2c1C(=O)N(CCN1CCCCC1)CC2. As a reaction SMILES: [CH3:1][c:2]1[c:3]([CH:20]=[O:21])[nH:4][c:5]2[c:6]1[C:7](=[O:19])[N:8]([CH2:11][CH2:12][N:13]1[CH2:14][CH2:15][CH2:16][CH2:17][CH2:18]1)[CH2:9][CH2:10]2.[Cl:22][c:23]1[cH:24][c:25]([F:39])[c:26](-[c:29]2[c:30]3[c:34]([cH:35][cH:36][cH:37]2)[NH:33][C:32](=[O:38])[CH2:31]3)[cH:27][cH:28]1>>[CH3:1][c:2]1[c:3]([CH:20]=[C:31]2[c:30]3[c:29](-[c:26]4[c:25]([F:39])[cH:24][c:23]([Cl:22])[cH:28][cH:27]4)[cH:37][cH:36][cH:35][c:34]3[NH:33][C:32]2=[O:38])[nH:4][c:5]2[c:6]1[C:7](=[O:19])[N:8]([CH2:11][CH2:12][N:13]1[CH2:14][CH2:15][CH2:16][CH2:17][CH2:18]1)[CH2:9][CH2:10]2. Starting materials: COCOc1ccc(Br)cc1C12CC3CC(CC(C3)C1)C2, O=C([O-])[O-], Cc1ccccc1, CCO, CCOC(C)=O, O=Cc1ccc(B(O)O)cc1, [K+], [K+], O, c1ccc(P(c2ccccc2)(c2ccccc2)[Pd](P(c2ccccc2)(c2ccccc2)c2ccccc2)(P(c2ccccc2)(c2ccccc2)c2ccccc2)P(c2ccccc2)(c2ccccc2)c2ccccc2)cc1. Product: COCOc1ccc(-c2ccc(C=O)cc2)cc1C12CC3CC(CC(C3)C1)C2. As a reaction SMILES: [C:1]12([c:11]3[cH:12][c:13]([Br:21])[cH:14][cH:15][c:16]3[O:17][CH2:18][O:19][CH3:20])[CH2:2][CH:3]3[CH2:4][CH:5]([CH2:6][CH:7]([CH2:8]1)[CH2:9]3)[CH2:10]2.[C:33](=[O:34])([O-:35])[O-:36].[CH3:39][c:40]1[cH:41][cH:42][cH:43][cH:44][cH:45]1.[CH3:46][CH2:47][OH:48].[CH3:50][CH2:51][O:52][C:53](=[O:54])[CH3:55].[CH:22](=[O:23])[c:24]1[cH:25][cH:26][c:27]([B:30]([OH:31])[OH:32])[cH:28][cH:29]1.[K+:37].[K+:38].[OH2:49].[cH:56]1[cH:57][cH:58][c:59]([P:60]([Pd:61]([P:62]([c:63]2[cH:64][cH:65][cH:66][cH:67][cH:68]2)([c:69]2[cH:70][cH:71][cH:72][cH:73][cH:74]2)[c:75]2[cH:76][cH:77][cH:78][cH:79][cH:80]2)([P:81]([c:82]2[cH:83][cH:84][cH:85][cH:86][cH:87]2)([c:88]2[cH:89][cH:90][cH:91][cH:92][cH:93]2)[c:94]2[cH:95][cH:96][cH:97][cH:98][cH:99]2)[P:100]([c:101]2[cH:102][cH:103][cH:104][cH:105][cH:106]2)([c:107]2[cH:108][cH:109][cH:110][cH:111][cH:112]2)[c:113]2[cH:114][cH:115][cH:116][cH:117][cH:118]2)([c:119]2[cH:120][cH:121][cH:122][cH:123][cH:124]2)[c:125]2[cH:126][cH:127][cH:128][cH:129][cH:130]2)[cH:131][cH:132]1>>[C:1]12([c:11]3[cH:12][c:13](-[c:27]4[cH:26][cH:25][c:24]([CH:22]=[O:23])[cH:29][cH:28]4)[cH:14][cH:15][c:16]3[O:17][CH2:18][O:19][CH3:20])[CH2:2][CH:3]3[CH2:4][CH:5]([CH2:6][CH:7]([CH2:8]1)[CH2:9]3)[CH2:10]2. The reactants are C1OC23[C@]4(C)[C@@H](CC2(OCCO3)OC1)[C@@H]1CC(C3CCCC[C@]3(C)[C@H]1CC4)=C (17,17-bis(ethylendioxy)-6-methyleneandrostane), C(#N)[C@H]1C[C@H]2[C@@H]3CCC([C@@]3(C)CC[C@@H]2[C@]2(CCC(CC12)=O)C)=O (6α-cyanoandrostane-3,17-dione). Yields the product C=C1[C@H]2[C@@H]3CCC([C@@]3(C)CC[C@@H]2[C@]2(CCC(CC2C1)=O)C)=O (7-Methyleneandrostane-3,17-dione). Isolated yield 87.0%. RXN SMILES: [CH2:1]1COC23OCCOC2([C@]2(CC[C@H]4[C@@H](CC(=C)C5[C@]4(C)CCCC5)[C@@H]2C3)C)O1.C([C@@H:31]1[CH:48]2[C@:43]([CH3:50])([CH2:44][CH2:45][C:46](=[O:49])[CH2:47]2)[C@@H:42]2[C@H:33]([C@H:34]3[C@@:38]([CH2:40][CH2:41]2)([CH3:39])[C:37](=[O:51])[CH2:36][CH2:35]3)[CH2:32]1)#N>>[CH2:1]=[C:32]1[CH2:31][CH:48]2[C@:43]([CH3:50])([CH2:44][CH2:45][C:46](=[O:49])[CH2:47]2)[C@@H:42]2[C@@H:33]1[C@H:34]1[C@@:38]([CH2:40][CH2:41]2)([CH3:39])[C:37](=[O:51])[CH2:36][CH2:35]1. Procedure details: The title compound II-bv was prepared in 87% yield from 3,3:17,17-bis(ethylendioxy)-6-methyleneandrostane by the procedure described above for the preparation of 6α-cyanoandrostane-3,17-dione (II-ac, Prepn. 3). The combined organic extracts were washed with H2O, dried over Na2SO4 and evaporated to dryness. 1H-NMR (300 MHz, acetone-d6, ppm from TMS): δ 4.78 (m, 1H), 4.76 (m, 1H), 2.53-0.88 (m, 20H), 1.23 (s, 3H), 0.91 (s, 3H). Reactants: CN(C(=O)c1ccc([N+](=O)[O-])cc1)c1ccccc1, CCO, CC(=O)O, [Fe]. Yields the product CN(C(=O)c1ccc(N)cc1)c1ccccc1. RXN SMILES: [CH3:1][N:2]([c:3]1[cH:4][cH:5][cH:6][cH:7][cH:8]1)[C:9]([c:10]1[cH:11][cH:12][c:13]([N+:16]([O-:17])=[O:18])[cH:14][cH:15]1)=[O:19].[CH3:20][CH2:21][OH:22].[CH3:23][C:24](=[O:25])[OH:26].[Fe:27]>>[CH3:1][N:2]([c:3]1[cH:4][cH:5][cH:6][cH:7][cH:8]1)[C:9]([c:10]1[cH:11][cH:12][c:13]([NH2:16])[cH:14][cH:15]1)=[O:19]. Reactants: CC(C)(C)c1ccc(C=CC(=O)O)cn1, Cl, CS(=O)(=O)Nc1ccc(CN)cc1F. Product: CC(C)(C)c1ccc(C=CC(=O)NCc2ccc(NS(C)(=O)=O)c(F)c2)cn1. RXN SMILES: [C:16]([CH3:17])([CH3:18])([CH3:19])[c:20]1[cH:21][cH:22][c:23]([CH:26]=[CH:27][C:28](=[O:29])[OH:30])[cH:24][n:25]1.[ClH:15].[NH2:1][CH2:2][c:3]1[cH:4][c:5]([F:14])[c:6]([NH:9][S:10](=[O:11])(=[O:12])[CH3:13])[cH:7][cH:8]1>>[NH:1]([CH2:2][c:3]1[cH:4][c:5]([F:14])[c:6]([NH:9][S:10](=[O:11])(=[O:12])[CH3:13])[cH:7][cH:8]1)[C:28]([CH:27]=[CH:26][c:23]1[cH:22][cH:21][c:20]([C:16]([CH3:17])([CH3:18])[CH3:19])[n:25][cH:24]1)=[O:29].